Dataset: the Open Reaction Database (ORD), a public repository of structured organic reaction records. Task: describe an organic reaction: reactants, conditions, products, and yield Reactants: Cl (hydrochloric acid), O (water), S(O)(O)(=O)=O (sulfuric acid), [OH-].C(C1=CC=CC=C1)[N+](C)(C)C (benzyltrimethylammonium hydroxide), C(C=C)#N (acrylonitrile), S1C=CC2=C1C=CC(=C2)CCO (2-(1-benzothiophen-5-yl)ethanol), O (water). The solvent is C(CC)O (propanol), C1(=CC=CC=C1)C (toluene). Conditions: temperature 15 celsius, time 1.5 hour. Yields the product S1C=CC2=C1C=CC(=C2)CCOCCC(=O)O (3-(2-(1-benzothiophen-5-yl)ethoxy)propionic acid). RXN SMILES: [S:1]1[C:5]2[CH:6]=[CH:7][C:8]([CH2:10][CH2:11][OH:12])=[CH:9][C:4]=2[CH:3]=[CH:2]1.[OH-:13].[CH2:14]([N+](C)(C)C)[C:15]1[CH:20]=CC=CC=1.C(#N)C=C.Cl.S(=O)(=O)(O)O.[OH2:35]>C(O)CC.C1(C)C=CC=CC=1>[S:1]1[C:5]2[CH:6]=[CH:7][C:8]([CH2:10][CH2:11][O:12][CH2:14][CH2:15][C:20]([OH:35])=[O:13])=[CH:9][C:4]=2[CH:3]=[CH:2]1 |f:1.2|. Procedure details: To toluene (50 mL) suspension of 50.0 g of 2-(1-benzothiophen-5-yl)ethanol was added 2.35 g of 40% (w/w) benzyltrimethylammonium hydroxide aqueous solution, and dropwise added 17.9 g of acrylonitrile at 8 to 15° C., which was then stirred at 10 to 20° C. for 1.5 hours. To this reaction mixture were added 1.25 mL of hydrochloric acid, 100 mL of propanol and 5.05 g of water. Thereto was dropwise added 55.0 g of sulfuric acid, which was then refluxed for 6 hours. After cooling, to the reaction mixt... The reactants are Cl (hydrochloric acid), BrC1=CC=C(C#N)C=C1 (4-bromobenzonitrile), N[C@H](C(C)(C)S)C(=O)O (D-penicillamine), C([O-])([O-])=O.[K+].[K+] (potassium carbonate). Run in CO (methanol), O (water). Yields the product BrC1=CC=C(C(=O)N[C@H](C(C)(C)S)C(=O)O)C=C1 (N-(4'-bromobenzoyl)-D-penicillamine). As a reaction SMILES: [Br:1][C:2]1[CH:9]=[CH:8][C:5]([C:6]#[N:7])=[CH:4][CH:3]=1.N[C@@H:11]([C:16]([OH:18])=[O:17])[C:12]([SH:15])([CH3:14])[CH3:13].C(=O)([O-])[O-:20].[K+].[K+].Cl>CO.O>[Br:1][C:2]1[CH:9]=[CH:8][C:5]([C:6]([NH:7][C@@H:11]([C:16]([OH:18])=[O:17])[C:12]([SH:15])([CH3:14])[CH3:13])=[O:20])=[CH:4][CH:3]=1 |f:2.3.4|. Reported procedure: 36.4 g (0.2 mole) 4-bromobenzonitrile, 29.8 g (0.2 mole) D-penicillamine and 13.8 g (0.1 mole) potassium carbonate were heated in 350 ml methanol and 150 ml water for 6 hours at the boiling point. After the mixture was acidified with concentrated hydrochloric acid to pH 4, it was heated one hour to a boil. After it cooled off, 53.6 g (81% of theory) of the product were isolated as a colorless precipitate with a melting point of 176° C. Reactants: CC(=O)O, COc1cc2c(Cl)nnc(N3CCC(n4c(=O)c5cc(C)ccc5n(C)c4=O)CC3)c2cc1OC, O. The product is COc1cc2cnnc(N3CCC(n4c(=O)c5cc(C)ccc5n(C)c4=O)CC3)c2cc1OC. RXN SMILES: [CH3:37][C:38](=[O:39])[OH:40].[Cl:1][c:2]1[n:3][n:4][c:5]([N:16]2[CH2:17][CH2:18][CH:19]([n:22]3[c:23](=[O:35])[n:24]([CH3:34])[c:25]4[cH:26][cH:27][c:28]([CH3:33])[cH:29][c:30]4[c:31]3=[O:32])[CH2:20][CH2:21]2)[c:6]2[cH:7][c:8]([O:14][CH3:15])[c:9]([O:12][CH3:13])[cH:10][c:11]12.[OH2:36]>>[cH:2]1[n:3][n:4][c:5]([N:16]2[CH2:17][CH2:18][CH:19]([n:22]3[c:23](=[O:35])[n:24]([CH3:34])[c:25]4[cH:26][cH:27][c:28]([CH3:33])[cH:29][c:30]4[c:31]3=[O:32])[CH2:20][CH2:21]2)[c:6]2[cH:7][c:8]([O:14][CH3:15])[c:9]([O:12][CH3:13])[cH:10][c:11]12. Starting materials: ClC1=CC=C(C(=O)N2C(=C(C3=CC(=CC=C23)OC)CC(=O)O)C)C=C1 (1-(p-chlorobenzoyl)-5-methoxy-2-methyl-3-indol acetic acid), SCC1=NC=CC=C1 (2-mercaptomethylpyridine), C1(CCCCC1)N=C=NC1CCCCC1 (N,N'-dicyclohexyl carbodiimide). Solvent: C(Cl)(Cl)Cl (chloroform). Product: N1=C(C=CC=C1)CSOC(CC1=C(N(C2=CC=C(C=C12)OC)C(C1=CC=C(C=C1)Cl)=O)C)=O (1-(p-chlorobenzoyl)-5-methoxy-2-methyl-3-indol acetic acid-2-pyridylmethylthioester). Reaction SMILES: [Cl:1][C:2]1[CH:25]=[CH:24][C:5]([C:6]([N:8]2[C:16]3[C:11](=[CH:12][C:13]([O:17][CH3:18])=[CH:14][CH:15]=3)[C:10]([CH2:19][C:20]([OH:22])=[O:21])=[C:9]2[CH3:23])=[O:7])=[CH:4][CH:3]=1.[SH:26][CH2:27][C:28]1[CH:33]=[CH:32][CH:31]=[CH:30][N:29]=1.C1(N=C=NC2CCCCC2)CCCCC1>C(Cl)(Cl)Cl>[N:29]1[CH:30]=[CH:31][CH:32]=[CH:33][C:28]=1[CH2:27][S:26][O:21][C:20](=[O:22])[CH2:19][C:10]1[C:11]2[C:16](=[CH:15][CH:14]=[C:13]([O:17][CH3:18])[CH:12]=2)[N:8]([C:6](=[O:7])[C:5]2[CH:24]=[CH:25][C:2]([Cl:1])=[CH:3][CH:4]=2)[C:9]=1[CH3:23]. Reported procedure: 6.5 g. (0.018 mol.) of 1-(p-chlorobenzoyl)-5-methoxy-2-methyl-3-indol acetic acid are dissolves in 60 ml. of chloroform. After the addition of 2.9 g. (0.023 mol.) of 2-mercaptomethylpyridine and 4.9 g. (0.023 mol.) of N,N'-dicyclohexyl carbodiimide, the reaction mixture is stirred for 24 hours with the exclusion of moisture. The precipitated material is filtered off and the solvent of the resulting solution is distilled in a vacuum. The resulting residue is subjected to chromatography over a sil... Solvent: CO (methanol), CO (methanol). Procedure details: The compound (22) (130 mg) obtained in item (11) above was dissolved in methanol (6 ml), to which was added a 0.2M sodium methylate solution (0.5 ml) in methanol and the resulting mixture was allowed to stand at room temperature for 30 minutes. The reaction solution as formed was neutralized with addition of ion-exchange resin, Amberlite CG-120 (H+ form) (100-200 mesh), filtered and the filtrate was concentrated to give a solid material which was then washed with diethylether to afford the title... Reaction conditions: time 30 minute. The reactants are C[O-].[Na+] (sodium methylate), C(C)(=O)O[C@H]1[C@H]([C@@H](O[C@@H]1COC(C)=O)N1C=NC(=C1N=CN(C)C)C(CN=[N+]=[N-])=O)F (1-(3,5-di-O-acetyl-2-deoxy-2-fluoro-β-D-ribofuranosyl)-4-azidoacetyl-5-(dimethylaminomethyleneamino)imidazole), ( 11 ), C(C(=O)[O-])C(CC(=O)[O-])(C(=O)[O-])O.C(C(=O)[O-])C(CC(=O)[O-])(C(=O)[O-])O.O.[Na+].[Na+].[Na+].[K+].[K+].[K+] (CG-120). As a reaction SMILES: C([O:4][C@@H:5]1[C@@H:9]([CH2:10][O:11]C(=O)C)[O:8][C@@H:7]([N:15]2[C:19]([N:20]=[CH:21][N:22]([CH3:24])[CH3:23])=[C:18]([C:25](=[O:30])[CH2:26][N:27]=[N+:28]=[N-:29])[N:17]=[CH:16]2)[C@@H:6]1[F:31])(=O)C.C[O-].[Na+].C(C(O)(C([O-])=O)CC([O-])=O)C([O-])=O.C(C(O)(C([O-])=O)CC([O-])=O)C([O-])=O.O.[Na+].[Na+].[Na+].[K+].[K+].[K+]>CO>[N:27]([CH2:26][C:25]([C:18]1[N:17]=[CH:16][N:15]([C@@H:7]2[O:8][C@H:9]([CH2:10][OH:11])[C@@H:5]([OH:4])[C@H:6]2[F:31])[C:19]=1[N:20]=[CH:21][N:22]([CH3:24])[CH3:23])=[O:30])=[N+:28]=[N-:29] |f:1.2,3.4.5.6.7.8.9.10.11|. Yields the product N(=[N+]=[N-])CC(=O)C=1N=CN(C1N=CN(C)C)[C@H]1[C@@H]([C@H](O)[C@H](O1)CO)F (4-azidoacetyl-1-(2-deoxy-2-fluoro-β-D-ribofuranosyl)-5-(dimethylaminomethyleneamino)imidazole). The yield is 59.9%. Yields the product CN=C1CSC2=C(CN1)C=CC=C2 (3-methylimino-2,3,4,5-tetrahydro-1,4-benzothiazepine). The reactants are ClC=1CSC2=C(CN1)C=CC=C2 (3-Chloro-2,5-dihydro-1,4-benzothiazepine), solution, CN (methylamine). Run in C(C)O (ethanol). Procedure: 3-Chloro-2,5-dihydro-1,4-benzothiazepine (5 g) and a 33% solution of methylamine in absolute ethanol (150 ml) were heated under reflux for one hour. The mixture was cooled and filtered. Purification of the residue by flash chromatography using ethyl acetate/ethanol (1:1) as eluent gave 3-methylimino-2,3,4,5-tetrahydro-1,4-benzothiazepine, which was recrystallised from ethanol. Yield 0.51 g (m.p. 278°-280° C.). RXN SMILES: Cl[C:2]1[CH2:3][S:4][C:5]2[CH:12]=[CH:11][CH:10]=[CH:9][C:6]=2[CH2:7][N:8]=1.[CH3:13][NH2:14]>C(O)C>[CH3:13][N:14]=[C:2]1[NH:8][CH2:7][C:6]2[CH:9]=[CH:10][CH:11]=[CH:12][C:5]=2[S:4][CH2:3]1. The reactants are BrCCOC1=CC=C(C=C1)C1OCCO1 (2-(4-(2-bromoethoxy)phenyl)-1,3-dioxolane), C1(C=2C(C(N1)=O)=CC=CC2)=O.[K] (potassium phthalimide), OC1=CC=C(C=O)C=C1 (p-hydroxibezaldehyde), BrCCBr (1,2-dibromoethane), alginate, C(C1=CC=CC=C1)=O (benzaldehyde). Reagents/catalysts: C1(=CC=C(C=C1)S(=O)(=O)O)C (para toluene sulfonic acid). Solvent: CC(=O)C (acetone), C1(=CC=CC=C1)C (toluene), C(CO)O (ethyleneglycol). Yields the product BrCCOC1=CC=C(C=O)C=C1 (4-(2-bromoethoxy)benzaldehyde), O1C(OCC1)C1=CC=C(OCCN)C=C1 (2-(4-(1,3-dioxolan-2-yl)phenoxy)ethanamine). As a reaction SMILES: C(=O)C1C=CC=CC=1.OC1C=CC(C=O)=CC=1.BrCCBr.[Br:22][CH2:23][CH2:24][O:25][C:26]1[CH:31]=[CH:30][C:29]([CH:32]2[O:36][CH2:35][CH2:34][O:33]2)=[CH:28][CH:27]=1.C1(=O)[NH:41]C(=O)C2=CC=CC=C12.[K]>CC(C)=O.C1(C)C=CC=CC=1.C1(C)C=CC(S(O)(=O)=O)=CC=1.C(O)CO>[Br:22][CH2:23][CH2:24][O:25][C:26]1[CH:31]=[CH:30][C:29]([CH:32]=[O:33])=[CH:28][CH:27]=1.[O:33]1[CH2:34][CH2:35][O:36][CH:32]1[C:29]1[CH:30]=[CH:31][C:26]([O:25][CH2:24][CH2:23][NH2:41])=[CH:27][CH:28]=1 |f:4.5,^1:47|. Procedure details: In order to prepare a benzaldehyde conjugated alginate, a few appropriate precursors are first synthesized. 4-(2-bromoethoxy)benzaldehyde is prepared by reacting p-hydroxibezaldehyde with 1,2-dibromoethane, in dry acetone. The product is then reacted with ethyleneglycol in toluene, with para toluene sulfonic acid as a catalyst, in dry conditions, in order to afford protection to the labile aldehyde groups. The protected 2-(4-(2-bromoethoxy)phenyl)-1,3-dioxolane is then reacted with potassium pht... Starting materials: NCC1=NC(=NO1)C=1N=CN2C1[C@H]1N(C(C3=C2C=CC(=C3Cl)F)=O)CC1 ((S)-1-(5-aminomethyl-1,2,4-oxadiazol-3-yl)-8-chloro-7-fluoro-12,12a-dihydro-9H,11H-azeto[2,1-c]imidazo[1,5-a][1,4]benzodiazepin-9-one), C(C)N(C(C)C)C(C)C (N-ethyldiisopropylamine), C(C=C)Br (allyl bromide). Run in C(Cl)Cl (methylene chloride). The product is C(C=C)N(CC=C)CC1=NC(=NO1)C=1N=CN2C1[C@H]1N(C(C3=C2C=CC(=C3Cl)F)=O)CC1 ((S)-1-(5-diallylaminomethyl-1,2,4-oxadiazol-3-yl)-8-chloro-7-fluoro-12,12a-dihydro-9H,11H-azeto[2,1-c]imidazo[1,5-a][1,4]benzodiazepin-9-one). Yield: 69.2%. Reaction SMILES: [NH2:1][CH2:2][C:3]1[O:7][N:6]=[C:5]([C:8]2[N:9]=[CH:10][N:11]3[C:17]4[CH:18]=[CH:19][C:20]([F:23])=[C:21]([Cl:22])[C:16]=4[C:15](=[O:24])[N:14]4[CH2:25][CH2:26][C@H:13]4[C:12]=23)[N:4]=1.C(N(C(C)C)[CH:30]([CH3:32])[CH3:31])C.[CH2:36](Br)[CH:37]=[CH2:38]>C(Cl)Cl>[CH2:32]([N:1]([CH2:2][C:3]1[O:7][N:6]=[C:5]([C:8]2[N:9]=[CH:10][N:11]3[C:17]4[CH:18]=[CH:19][C:20]([F:23])=[C:21]([Cl:22])[C:16]=4[C:15](=[O:24])[N:14]4[CH2:25][CH2:26][C@H:13]4[C:12]=23)[N:4]=1)[CH2:38][CH:37]=[CH2:36])[CH:30]=[CH2:31]. Reported procedure: 26.6 g (71 mmol) of crude (S)-1-(5-aminomethyl-1,2,4-oxadiazol-3-yl)-8-chloro-7-fluoro-12,12a-dihydro-9H,11H-azeto[2,1-c]imidazo[1,5-a][1,4]benzodiazepin-9-one, 400 ml of methylene chloride, 85 ml (496 mmol) of N-ethyldiisopropylamine and 34.5 g (285 mmol) of allyl bromide were stirred at room temperature for 20 hours. The reaction solution was washed three times with water, dried over magnesium sulfate and evaporated. The residue was chromatographed on 2 kg of silica gel while eluting with ethy... Starting materials: FC(C1=CC=C(C(=O)Cl)C=C1)(F)F (4-trifluoromethylbenzoyl chloride), acid chloride, NC1=C(C=C(O)C=C1)O (4-aminoresorcinol), C([O-])([O-])=O.[Na+].[Na+] (sodium carbonate). The product is FC(C1=CC=C(C=C1)C=1OC2=C(N1)C=CC(=C2)O)(F)F (2-(4'-trifluoromethylphenyl)-6-hydroxybenzoxazole). RXN SMILES: [F:1][C:2]([F:13])([F:12])[C:3]1[CH:11]=[CH:10][C:6]([C:7](Cl)=[O:8])=[CH:5][CH:4]=1.[NH2:14][C:15]1[CH:21]=[CH:20][C:18]([OH:19])=[CH:17][C:16]=1O.C(=O)([O-])[O-].[Na+].[Na+]>>[F:1][C:2]([F:13])([F:12])[C:3]1[CH:11]=[CH:10][C:6]([C:7]2[O:8][C:16]3[CH:17]=[C:18]([OH:19])[CH:20]=[CH:21][C:15]=3[N:14]=2)=[CH:5][CH:4]=1 |f:2.3.4|. Reported procedure: 1.5 ml (10 mmol) of 4-trifluoromethylbenzoyl chloride were heated to 190° C. in an oil bath and 1.6 g (10 mmol) of 4-aminoresorcinol were added in portions. After 1 hour the reaction mixture was introduced into 100 ml of 10% strength sodium carbonate solution and heated. The unreacted acid chloride was hydrolyzed during this procedure. The product was then extracted with ethyl acetate and purified by column chromatography (silica gel 60, ethyl acetate or chloroform/glacial acetic acid 9:1).